Dataset: the Open Reaction Database (ORD), a public repository of structured organic reaction records. Task: describe an organic reaction: reactants, conditions, products, and yield Starting materials: CC(=O)OC(C)=O, CC1(C)SC(c2ccc(Cl)cc2Cl)NC1C(=O)O, O. The product is CC(=O)N1C(c2ccc(Cl)cc2Cl)SC(C)(C)C1C(=O)O. As a reaction SMILES: [CH3:1][C:2](=[O:3])[O:4][C:5](=[O:6])[CH3:7].[Cl:8][c:9]1[c:10]([CH:16]2[S:17][C:18]([CH3:24])([CH3:25])[CH:19]([C:21](=[O:22])[OH:23])[NH:20]2)[cH:11][cH:12][c:13]([Cl:15])[cH:14]1.[OH2:26]>>[CH3:1][C:2](=[O:3])[N:20]1[CH:16]([c:10]2[c:9]([Cl:8])[cH:14][c:13]([Cl:15])[cH:12][cH:11]2)[S:17][C:18]([CH3:24])([CH3:25])[CH:19]1[C:21](=[O:22])[OH:23].